From a dataset of the Open Reaction Database (ORD), a public repository of structured organic reaction records. describe an organic reaction: reactants, conditions, products, and yield The reactants are ClC=1N=C(C2=C(N1)C=C(S2)C=O)N2CCOCC2 (2-chloro-4-morpholin-4-yl-thieno[3,2-d]pyrimidine-6-carbaldehyde), Cl.Cl.C1(CC1)N1CCNCC1 (1-cyclopropylpiperazine di-HCl), ClC=1N=C(C2=C(N1)SC(=C2)CN2CCN(CC2)C2CC2)N2CCOCC2 (2-chloro-6-(4-cyclopropyl-piperazin-1-ylmethyl)-4-morpholin-4-yl-thieno[2,3-d]pyrimidine). Yields the product ClC=1N=C(C2=C(N1)C=C(S2)CN2CCN(CC2)C2CC2)N2CCOCC2 (2-Chloro-6-(4-cyclopropyl-piperazin-1-ylmethyl)-4-morpholin-4-yl-thieno[3,2-d]pyrimidine). Isolated yield 79.1%. As a reaction SMILES: [Cl:1][C:2]1[N:3]=[C:4]([N:13]2[CH2:18][CH2:17][O:16][CH2:15][CH2:14]2)[C:5]2[S:10][C:9]([CH:11]=O)=[CH:8][C:6]=2[N:7]=1.Cl.Cl.[CH:21]1([N:24]2[CH2:29][CH2:28][NH:27][CH2:26][CH2:25]2)[CH2:23][CH2:22]1.ClC1N=C(N2CCOCC2)C2C=C(CN3CCN(C4CC4)CC3)SC=2N=1>>[Cl:1][C:2]1[N:3]=[C:4]([N:13]2[CH2:18][CH2:17][O:16][CH2:15][CH2:14]2)[C:5]2[S:10][C:9]([CH2:11][N:27]3[CH2:28][CH2:29][N:24]([CH:21]4[CH2:23][CH2:22]4)[CH2:25][CH2:26]3)=[CH:8][C:6]=2[N:7]=1 |f:1.2.3|. Procedure details: A mixture of 2-chloro-4-morpholin-4-yl-thieno[3,2-d]pyrimidine-6-carbaldehyde (254 mg) and 1-cyclopropylpiperazine di-HCl (352 mg) was reacted under the reductive amination conditions described for 2-chloro-6-(4-cyclopropyl-piperazin-1-ylmethyl)-4-morpholin-4-yl-thieno[2,3-d]pyrimidine, to give the title compound (279 mg) as a white solid. Starting materials: C(=NC1CCCCC1)=NC1CCCCC1, CNC1C2CCC1CN(CCCNc1ccc(C#N)cc1)C2, CC(C)CC(=O)O, ClCCl, [K+], [K+], O=C([O-])[O-], CN(C)C=O. Yields the product CC(C)CC(=O)N(C)C1C2CCC1CN(CCCNc1ccc(C#N)cc1)C2. Reaction SMILES: [CH2:1]1[CH2:2][CH2:3][CH:4]([N:5]=[C:6]=[N:7][CH:8]2[CH2:9][CH2:10][CH2:11][CH2:12][CH2:13]2)[CH2:14][CH2:15]1.[CH3:16][NH:17][CH:18]1[CH:19]2[CH2:20][N:21]([CH2:26][CH2:27][CH2:28][NH:29][c:30]3[cH:31][cH:32][c:33]([C:34]#[N:35])[cH:36][cH:37]3)[CH2:22][CH:23]1[CH2:24][CH2:25]2.[CH3:38][CH:39]([CH2:40][C:41](=[O:42])[OH:43])[CH3:44].[Cl:56][CH2:57][Cl:58].[K+:45].[K+:46].[O-:47][C:48]([O-:49])=[O:50].[O:51]=[CH:52][N:53]([CH3:54])[CH3:55]>>[CH3:16][N:17]([CH:18]1[CH:19]2[CH2:20][N:21]([CH2:26][CH2:27][CH2:28][NH:29][c:30]3[cH:31][cH:32][c:33]([C:34]#[N:35])[cH:36][cH:37]3)[CH2:22][CH:23]1[CH2:24][CH2:25]2)[C:41]([CH2:40][CH:39]([CH3:38])[CH3:44])=[O:42]. As a reaction SMILES: [CH3:28][O:29][c:30]1[cH:31][cH:32][c:33]([S:36](=[O:37])(=[O:38])[Cl:39])[cH:34][cH:35]1.[CH:19]([N:20]([CH2:21][CH3:22])[CH:23]([CH3:24])[CH3:25])([CH3:26])[CH3:27].[Cl:40][CH2:41][Cl:42].[F:1][c:2]1[cH:3][c:4]([C:15]([F:16])([F:17])[F:18])[c:5]([N:8]2[CH2:9][CH:10]([CH3:14])[NH:11][CH2:12][CH2:13]2)[cH:6][cH:7]1>>[F:1][c:2]1[cH:3][c:4]([C:15]([F:16])([F:17])[F:18])[c:5]([N:8]2[CH2:9][CH:10]([CH3:14])[N:11]([S:36]([c:33]3[cH:32][cH:31][c:30]([O:29][CH3:28])[cH:35][cH:34]3)(=[O:37])=[O:38])[CH2:12][CH2:13]2)[cH:6][cH:7]1. The reactants are COc1ccc(S(=O)(=O)Cl)cc1, CCN(C(C)C)C(C)C, ClCCl, CC1CN(c2ccc(F)cc2C(F)(F)F)CCN1. The product is COc1ccc(S(=O)(=O)N2CCN(c3ccc(F)cc3C(F)(F)F)CC2C)cc1. Reactants: CC(C)(S(=O)NC1(COC1)C1=CC=C(S1)C(=O)NCC1=CC=2N(C=C1)C=CN2)C (5-(3-(1,1-Dimethylethylsulfinamido)oxetan-3-yl)-N-(imidazo[1,2-a]pyridin-7-ylmethyl)thiophene-2-carboxamide), Cl (HCl), O1CCOCC1 (dioxane). The solvent is CO (methanol). Conditions: time 2 hour. Product: NC1(COC1)C1=CC=C(S1)C(=O)NCC1=CC=2N(C=C1)C=CN2 (5-(3-aminooxetan-3-yl)-N-(imidazo[1,2-a]pyridin-7-ylmethyl)thiophene-2-carboxamide). Reaction SMILES: CC(C)(S([NH:6][C:7]1([C:11]2[S:15][C:14]([C:16]([NH:18][CH2:19][C:20]3[CH:25]=[CH:24][N:23]4[CH:26]=[CH:27][N:28]=[C:22]4[CH:21]=3)=[O:17])=[CH:13][CH:12]=2)[CH2:10][O:9][CH2:8]1)=O)C.Cl.O1CCOCC1>CO>[NH2:6][C:7]1([C:11]2[S:15][C:14]([C:16]([NH:18][CH2:19][C:20]3[CH:25]=[CH:24][N:23]4[CH:26]=[CH:27][N:28]=[C:22]4[CH:21]=3)=[O:17])=[CH:13][CH:12]=2)[CH2:10][O:9][CH2:8]1. Reported procedure: 5-(3-(1,1-Dimethylethylsulfinamido)oxetan-3-yl)-N-(imidazo[1,2-a]pyridin-7-ylmethyl)thiophene-2-carboxamide (432 mg, 1 mmol) in 10 ml methanol was treated with 4N aqueous HCl in dioxane (0.75 ml, 3 mmol) and the mixture was stirred for 2 hours. Concentration provided the title compound. Reactants: Cc1c(OC(=O)C(C)(C)C)cn2ncnc(Cl)c12, C1CN2CCN1CC2, CC#N, O=[N+]([O-])c1ccc(O)c(F)c1. Product: Cc1c(OC(=O)C(C)(C)C)cn2ncnc(Oc3ccc([N+](=O)[O-])cc3F)c12. RXN SMILES: [C:1]([C:2]([CH3:3])([CH3:4])[CH3:5])(=[O:6])[O:7][c:8]1[c:9]([CH3:18])[c:10]2[c:11]([Cl:17])[n:12][cH:13][n:14][n:15]2[cH:16]1.[CH2:30]1[N:31]2[CH2:32][CH2:33][N:34]([CH2:35][CH2:36]2)[CH2:37]1.[CH3:38][C:39]#[N:40].[F:19][c:20]1[c:21]([OH:29])[cH:22][cH:23][c:24]([N+:26](=[O:27])[O-:28])[cH:25]1>>[C:1]([C:2]([CH3:3])([CH3:4])[CH3:5])(=[O:6])[O:7][c:8]1[c:9]([CH3:18])[c:10]2[c:11]([O:29][c:21]3[c:20]([F:19])[cH:25][c:24]([N+:26](=[O:27])[O-:28])[cH:23][cH:22]3)[n:12][cH:13][n:14][n:15]2[cH:16]1. Starting materials: ClC=1C(=NC=C(C1)C(F)(F)F)N1N=CC2=CC=C(C=C12)[N+](=O)[O-] (1-(3-chloro-5-trifluoromethylpyridin-2-yl)-6-nitroindazole), [N+](=O)(O)[O-] (nitric acid), ice water, resultant mixture. Run in S(O)(O)(=O)=O (sulfuric acid). Product: ClC=1C(=NC=C(C1)C(F)(F)F)N1N=CC2=CC(=C(C=C12)[N+](=O)[O-])[N+](=O)[O-] (1-(3-chloro-5-trifluoromethylpyridin-2-yl)-5,6-dinitroindazole). The yield is 70.7%. Reaction SMILES: [Cl:1][C:2]1[C:3]([N:12]2[C:20]3[C:15](=[CH:16][CH:17]=[C:18]([N+:21]([O-:23])=[O:22])[CH:19]=3)[CH:14]=[N:13]2)=[N:4][CH:5]=[C:6]([C:8]([F:11])([F:10])[F:9])[CH:7]=1.[N+:24]([O-])([OH:26])=[O:25]>S(=O)(=O)(O)O>[Cl:1][C:2]1[C:3]([N:12]2[C:20]3[C:15](=[CH:16][C:17]([N+:24]([O-:26])=[O:25])=[C:18]([N+:21]([O-:23])=[O:22])[CH:19]=3)[CH:14]=[N:13]2)=[N:4][CH:5]=[C:6]([C:8]([F:11])([F:10])[F:9])[CH:7]=1. Procedure details: To a solution of 1-(3-chloro-5-trifluoromethylpyridin-2-yl)-6-nitroindazole [Compound No. 3] (10 g) in conc. sulfuric acid (100 g), fuming nitric acid (3.2 g) was added dropwise while cooling with ice, and the resultant mixture was stirred at room temperature for 3 hours. After completion of the reaction, the reaction mixture was poured into ice water, and precipitated crystals were collected by filtration, washed and dried. The crystals were purified by silica gel column chromatography with hex... Reactants: C(C)(C)C1=C(C(=CC=C1)C(C)C)NS(=O)(=O)CC(=O)NC=1N=NN(N1)CCCCCCCCCCCC (2-(2,6-Diisopropyl-phenylsulfamoyl)-N-(dodecyl-2-H-tetrazol-5-yl)-acetamide), C(C)(C)NCC1=CC=CC=C1 (N-isopropyl-N-benzylamine). The product is C(C1=CC=CC=C1)N(C(CS(NC1=C(C=CC=C1C(C)C)C(C)C)(=O)=O)=O)C(C)C (N-Benzyl-N-isopropyl-2-(2,6-diisopropylphenylsulfamoyl)acetamide). RXN SMILES: [CH:1]([C:4]1[CH:9]=[CH:8][CH:7]=[C:6]([CH:10]([CH3:12])[CH3:11])[C:5]=1[NH:13][S:14]([CH2:17][C:18](NC1N=NN(CCCCCCCCCCCC)N=1)=[O:19])(=[O:16])=[O:15])([CH3:3])[CH3:2].[CH:38]([NH:41][CH2:42][C:43]1[CH:48]=[CH:47][CH:46]=[CH:45][CH:44]=1)([CH3:40])[CH3:39]>>[CH2:42]([N:41]([CH:38]([CH3:40])[CH3:39])[C:18](=[O:19])[CH2:17][S:14](=[O:15])(=[O:16])[NH:13][C:5]1[C:6]([CH:10]([CH3:12])[CH3:11])=[CH:7][CH:8]=[CH:9][C:4]=1[CH:1]([CH3:2])[CH3:3])[C:43]1[CH:48]=[CH:47][CH:46]=[CH:45][CH:44]=1. Procedure details: This compound was prepared in the same manner as for the title compound of Example 2, except that 2-DAT was replaced with N-isopropyl-N-benzylamine, mp 168°-170° C.